From a dataset of the Open Reaction Database (ORD), a public repository of structured organic reaction records. describe an organic reaction: reactants, conditions, products, and yield The reactants are O (water), OC1=C(C(=O)OC)C=CC=C1 (methyl 2-hydroxybenzoate), C([O-])([O-])=O.[Cs+].[Cs+] (cesium carbonate), ClCC=1N=C2N(C=CC=C2)C1I (2-(chloromethyl)-3-iodoimidazo[1,2-a]pyridine). Solvent: CN(C=O)C (dimethylformamide). The product is IC1=C(N=C2N1C=CC=C2)COC2=C(C(=O)OC)C=CC=C2 (methyl 2-((3-iodoimidazo[1,2-a]pyridin-2-yl)methoxy)benzoate). The yield is 45.7%. RXN SMILES: Cl[CH2:2][C:3]1[N:4]=[C:5]2[CH:10]=[CH:9][CH:8]=[CH:7][N:6]2[C:11]=1[I:12].[OH:13][C:14]1[CH:23]=[CH:22][CH:21]=[CH:20][C:15]=1[C:16]([O:18][CH3:19])=[O:17].C(=O)([O-])[O-].[Cs+].[Cs+].O>CN(C)C=O>[I:12][C:11]1[N:6]2[CH:7]=[CH:8][CH:9]=[CH:10][C:5]2=[N:4][C:3]=1[CH2:2][O:13][C:14]1[CH:23]=[CH:22][CH:21]=[CH:20][C:15]=1[C:16]([O:18][CH3:19])=[O:17] |f:2.3.4|. Procedure: 4 g (13.68 mmol) of 2-(chloromethyl)-3-iodoimidazo[1,2-a]pyridine were dissolved in dimethylformamide with magnetic stirring and then 2.71 ml (20.51 mmol) of methyl 2-hydroxybenzoate and 6.68 g (20.51 mmol) of cesium carbonate were added. The mixture was stirred at 60° C. for 2 h before being poured into 200 ml of water. The aqueous phase was extracted with 2×100 ml of ethyl acetate. The combined organic phases were washed with 100 ml of a saturated NaHCO3 aqueous solution, 100 ml of a saturated... Product: CCOc1ccc(S(=O)(=O)N(C)CCc2ccc(OC)c(OC)c2)cc1-c1nc2c(C3CCCC3)noc2c(=O)[nH]1. RXN SMILES: [CH3:1][NH:2][CH2:3][CH2:4][c:5]1[cH:6][c:7]([O:8][CH3:9])[c:10]([O:11][CH3:12])[cH:13][cH:14]1.[CH:15]1([c:20]2[n:21][o:22][c:23]3[c:24]2[n:25][c:26](-[c:30]2[cH:31][c:32]([S:39](=[O:40])(=[O:41])[Cl:42])[cH:33][cH:34][c:35]2[O:36][CH2:37][CH3:38])[nH:27][c:28]3=[O:29])[CH2:16][CH2:17][CH2:18][CH2:19]1.[Cl:43][CH2:44][Cl:45]>>[CH3:1][N:2]([CH2:3][CH2:4][c:5]1[cH:6][c:7]([O:8][CH3:9])[c:10]([O:11][CH3:12])[cH:13][cH:14]1)[S:39]([c:32]1[cH:31][c:30](-[c:26]2[n:25][c:24]3[c:20]([CH:15]4[CH2:16][CH2:17][CH2:18][CH2:19]4)[n:21][o:22][c:23]3[c:28](=[O:29])[nH:27]2)[c:35]([O:36][CH2:37][CH3:38])[cH:34][cH:33]1)(=[O:40])=[O:41]. The reactants are CNCCc1ccc(OC)c(OC)c1, CCOc1ccc(S(=O)(=O)Cl)cc1-c1nc2c(C3CCCC3)noc2c(=O)[nH]1, ClCCl. Reactants: 23(i), C(C)(C)[Mg]I (isopropylmagnesium iodide), C(C)OCC (diethyl ether), C(CC)C=1NC(=C(N1)C#N)C#N (2-propylimidazole-4,5-dicarbonitrile), solution. Product: C(C(C)C)(=O)C=1N=C(NC1C#N)CCC (4-Isobutyryl-2-propylimidazole-5-carbonitrile). As a reaction SMILES: [CH2:1]([C:4]1[NH:5][C:6]([C:11]#N)=[C:7]([C:9]#[N:10])[N:8]=1)[CH2:2][CH3:3].[CH:13]([Mg]I)([CH3:15])[CH3:14].C([O:20]CC)C>>[C:11]([C:6]1[N:5]=[C:4]([CH2:1][CH2:2][CH3:3])[NH:8][C:7]=1[C:9]#[N:10])(=[O:20])[CH:13]([CH3:15])[CH3:14]. Procedure details: Following a procedure similar to that described in Preparation 23(i), but using 8.24 g of 2-propylimidazole-4,5-dicarbonitrile (prepared as described in Preparation 10) and 103 ml of a 2M solution of isopropylmagnesium iodide in diethyl ether, 45.0 g of the title compound were obtained as crystals, melting at 90.5°-91° C. Reactants: C1(=CC=CC=C1)N1N=CN=C1S (1-phenyl-5-mercapto-1,2,4-triazole), C([O-])([O-])=O.[Na+].[Na+] (sodium carbonate), CC(=O)C (acetone), CI (methyliodide). The solvent is O (water). Conditions: time 1 hour. Product: C1(=CC=CC=C1)N1N=C(N=C1SC)O (1-phenyl-5-methylmercapto-3-hydroxy-1,2,4-triazole). Reaction SMILES: [C:1]1([N:7]2[C:11]([SH:12])=[N:10]C=[N:8]2)[CH:6]=[CH:5][CH:4]=[CH:3][CH:2]=1.[CH3:13]C(C)=O.CI.[C:19](=[O:22])([O-])[O-].[Na+].[Na+]>O>[C:1]1([N:7]2[C:11]([S:12][CH3:13])=[N:10][C:19]([OH:22])=[N:8]2)[CH:6]=[CH:5][CH:4]=[CH:3][CH:2]=1 |f:3.4.5|. Reported procedure: An amount of 23.2 g of 1-phenyl-5-mercapto-1,2,4-triazole, M.P. 220°C, is placed into 50 ml of acetone, 50 ml of water and 10 ml of methyliodide. An addition is then made in portions, within 15 minutes, of 21 g of sodium carbonate, and, after completion of the addition, stirring continued for 1 hour at 30°C. The acetone is evaporated off, and the solution acidified with dilute hydrochloric acid. The precipitated product is filtered off, and recrystallised from 250 ml of ethanol to obtain 1-pheny... Starting materials: CCOc1ccc(C(C)(C)COCc2cccc(Oc3ccccc3)c2)cc1, CCOc1ccc(C(C)(C)COCc2cccc(Oc3ccccc3)c2)cc1I. Yields the product CCOc1ccc(C(C)(C)CO)cc1, Cc1cccc(Oc2ccccc2)c1. Reaction SMILES: [CH2:1]([CH3:2])[O:3][c:4]1[cH:5][cH:6][c:7]([C:10]([CH2:11][O:12][CH2:13][c:14]2[cH:15][c:16]([O:20][c:21]3[cH:22][cH:23][cH:24][cH:25][cH:26]3)[cH:17][cH:18][cH:19]2)([CH3:27])[CH3:28])[cH:8][cH:9]1.[I:29][c:30]1[cH:31][c:32]([C:33]([CH3:34])([CH3:35])[CH2:36][O:37][CH2:38][c:39]2[cH:40][cH:41][cH:42][c:43]([O:44][c:45]3[cH:46][cH:47][cH:48][cH:49][cH:50]3)[cH:51]2)[cH:52][cH:53][c:54]1[O:55][CH2:56][CH3:57]>>[CH2:1]([CH3:2])[O:3][c:4]1[cH:5][cH:6][c:7]([C:10]([CH2:11][OH:12])([CH3:27])[CH3:28])[cH:8][cH:9]1.[CH3:13][c:14]1[cH:15][c:16]([O:20][c:21]2[cH:22][cH:23][cH:24][cH:25][cH:26]2)[cH:17][cH:18][cH:19]1.